From a dataset of the Open Reaction Database (ORD), a public repository of structured organic reaction records. describe an organic reaction: reactants, conditions, products, and yield The reactants are N1CCOCC1 (morpholine), CN1N=CC(=C1C(NC=1C=CC=2N(C1)N=C(N2)N2CCOCC2)=O)C(=O)O (1-methyl-5-(2-morpholin-4-yl-[1,2,4]triazolo[1,5-a]pyridin-6-ylcarbamoyl)-1H-pyrazole-4-carboxylic acid), solid. Yields the product N1(CCOCC1)C1=NN2C(C=CC(=C2)NC(=O)C=2N(N=CC2C(=O)N2CCOCC2)C)=N1 (2-Methyl-4-(morpholine-4-carbonyl)-2H-pyrazole-3-carboxylic acid (2-morpholin-4-yl-[1,2,4]triazolo[1,5-a]pyridin-6-yl)-amide). RXN SMILES: [NH:1]1[CH2:6][CH2:5][O:4][CH2:3][CH2:2]1.[CH3:7][N:8]1[C:12]([C:13](=[O:30])[NH:14][C:15]2[CH:16]=[CH:17][C:18]3[N:19]([N:21]=[C:22]([N:24]4[CH2:29][CH2:28][O:27][CH2:26][CH2:25]4)[N:23]=3)[CH:20]=2)=[C:11]([C:31](O)=[O:32])[CH:10]=[N:9]1>>[N:24]1([C:22]2[N:23]=[C:18]3[CH:17]=[CH:16][C:15]([NH:14][C:13]([C:12]4[N:8]([CH3:7])[N:9]=[CH:10][C:11]=4[C:31]([N:1]4[CH2:6][CH2:5][O:4][CH2:3][CH2:2]4)=[O:32])=[O:30])=[CH:20][N:19]3[N:21]=2)[CH2:25][CH2:26][O:27][CH2:28][CH2:29]1. Reported procedure: Using morpholine and 1-methyl-5-(2-morpholin-4-yl-[1,2,4]triazolo[1,5-a]pyridin-6-ylcarbamoyl)-1H-pyrazole-4-carboxylic acid, the title compound was prepared in the same manner as described for example 2. White solid (130 mg, 65%). MS: m/z=441 (M+H+).